This data is from the Open Reaction Database (ORD), a public repository of structured organic reaction records. The task is: describe an organic reaction: reactants, conditions, products, and yield Starting materials: C(C1=CC=CC=C1)N=C=O (benzyl isocyanate), NC1=NN=C(O1)C1=CC=C(S1)CN1CCCCCC1 (1-[5-(5-Amino-1,3,4-oxadiazol-2-yl)-2-thenyl]hexahydro-1H-azepine). Run in N1=CC=CC=C1 (pyridine). Run at time 24 hour. Product: C(C1=CC=CC=C1)NC(=O)NC=1OC(=NN1)C=1SC(=CC1)CN1CCCCCC1 (1-Benzyl-3-[5-[5-[(hexahydro-1H-azepin-1-yl)methyl]-2-thienyl]-1,3,4-oxadiazol-2-yl]urea). Isolated yield 98.7%. RXN SMILES: [CH2:1]([N:8]=[C:9]=[O:10])[C:2]1[CH:7]=[CH:6][CH:5]=[CH:4][CH:3]=1.[NH2:11][C:12]1[O:16][C:15]([C:17]2[S:21][C:20]([CH2:22][N:23]3[CH2:29][CH2:28][CH2:27][CH2:26][CH2:25][CH2:24]3)=[CH:19][CH:18]=2)=[N:14][N:13]=1>N1C=CC=CC=1>[CH2:1]([NH:8][C:9]([NH:11][C:12]1[O:16][C:15]([C:17]2[S:21][C:20]([CH2:22][N:23]3[CH2:29][CH2:28][CH2:27][CH2:26][CH2:25][CH2:24]3)=[CH:19][CH:18]=2)=[N:14][N:13]=1)=[O:10])[C:2]1[CH:7]=[CH:6][CH:5]=[CH:4][CH:3]=1. Procedure: 0.14 ml (1.1 mmol) of benzyl isocyanate was added to 20 ml of pyridine solution containing 278 mg (1.0 mmol) of the compound of Example 43, and the mixture was stirred at room temperature for 24 hours. The reaction solution was concentrated under a reduced pressure, and the resulting residue was subjected to a silica gel column chromatography, which was eluted with chloroform-methanol (50:1) to give 406 mg of the title compound. The reactants are CC(=O)O, Cl, CCOC(=O)C=Cc1cnoc1-c1ccccc1. Yields the product O=C(O)C=Cc1cnoc1-c1ccccc1. Reaction SMILES: [CH3:20][C:21](=[O:22])[OH:23].[ClH:19].[c:1]1(-[c:7]2[c:8]([CH:12]=[CH:13][C:14](=[O:15])[O:16][CH2:17][CH3:18])[cH:9][n:10][o:11]2)[cH:2][cH:3][cH:4][cH:5][cH:6]1>>[c:1]1(-[c:7]2[c:8]([CH:12]=[CH:13][C:14](=[O:15])[OH:16])[cH:9][n:10][o:11]2)[cH:2][cH:3][cH:4][cH:5][cH:6]1. Reactants: C(C)SCCOC(C=C)=O (β-ethylthioethyl-acrylate), C(C=C)(=O)N (acrylamide), n-lauryl-mercaptan, N(=NC(C#N)(C)C)C(C#N)(C)C (azo-bis-isobutyronitrile). The solvent is C(C)(C)O (isopropanol), O (water). Yields the product C(C=C)(=O)N.C(C)SCCOC(C=C)=O (acrylamide β-ethylthioethyl-acrylate). Reaction SMILES: [CH2:1]([S:3][CH2:4][CH2:5][O:6][C:7](=[O:10])[CH:8]=[CH2:9])[CH3:2].[C:11]([NH2:15])(=[O:14])[CH:12]=[CH2:13].N(C(C)(C)C#N)=NC(C)(C)C#N>C(O)(C)C.O>[C:11]([NH2:15])(=[O:14])[CH:12]=[CH2:13].[CH2:1]([S:3][CH2:4][CH2:5][O:6][C:7](=[O:10])[CH:8]=[CH2:9])[CH3:2] |f:5.6|. Procedure: In a 2 liters reaction vessel fitted with stirrer, reflux condenser, nitrogen inlet tube and thermometer, 60 g of β-ethylthioethyl-acrylate, 140 g of acrylamide, 2 g of n-lauryl-mercaptan and 5 g of azo-bis-isobutyronitrile were dissolved in a mixture of 650 ml of isopropanol and 350 ml of water. The reactants are [BH4-].[Na+] (sodium borohydride), C(C)OC(=O)\C=C\1/CN(CCC1=O)C(C1=CC=CC=C1)(C1=CC=CC=C1)C1=CC=CC=C1 ((E)-3-ethoxycarbonylmethylidene-1-triphenylmethyl-4-piperidone). Run in methanolic solution. Conditions: time 1 hour. The product is C(C)OC(=O)\C=C\1/CN(CCC1O)C(C1=CC=CC=C1)(C1=CC=CC=C1)C1=CC=CC=C1 ((E)-3-ethoxycarbonylmethylidene-4-hydroxy-1-triphenylmethylpiperidine). The yield is 100.5%. Reaction SMILES: [BH4-].[Na+].[CH2:3]([O:5][C:6](/[CH:8]=[C:9]1\[CH2:10][N:11]([C:16]([C:29]2[CH:34]=[CH:33][CH:32]=[CH:31][CH:30]=2)([C:23]2[CH:28]=[CH:27][CH:26]=[CH:25][CH:24]=2)[C:17]2[CH:22]=[CH:21][CH:20]=[CH:19][CH:18]=2)[CH2:12][CH2:13][C:14]\1=[O:15])=[O:7])[CH3:4]>>[CH2:3]([O:5][C:6](/[CH:8]=[C:9]1\[CH2:10][N:11]([C:16]([C:29]2[CH:34]=[CH:33][CH:32]=[CH:31][CH:30]=2)([C:23]2[CH:24]=[CH:25][CH:26]=[CH:27][CH:28]=2)[C:17]2[CH:18]=[CH:19][CH:20]=[CH:21][CH:22]=2)[CH2:12][CH2:13][CH:14]\1[OH:15])=[O:7])[CH3:4] |f:0.1|. Procedure: After the portionwise addition of 1.48 g (39.1 mmol) of sodium borohydride to a 150 ml methanolic solution of 16.6 g (39.1 mmol) of (E)-3-ethoxycarbonylmethylidene-1-triphenylmethyl-4-piperidone under ice cooling, the resulting mixture was stirred for 1 hour at room temperature. The reaction mixture was concentrated under reduced pressure. The concentrate was extracted with 50 ml of water and 150 ml of ethyl acetate. The organic layer was washed with saturated saline and dried over anhydrous mag... Starting materials: CN(C)CCc1cn(S(=O)(=O)c2ccccc2)c2ccc(OCc3ccccc3)cc12, CCO, [OH-], [OH-], [Pd+2]. The product is CN(C)CCc1cn(S(=O)(=O)c2ccccc2)c2ccc(O)cc12. RXN SMILES: [CH3:1][N:2]([CH3:3])[CH2:4][CH2:5][c:6]1[cH:7][n:8]([S:23](=[O:24])(=[O:25])[c:26]2[cH:27][cH:28][cH:29][cH:30][cH:31]2)[c:9]2[cH:10][cH:11][c:12]([O:15][CH2:16][c:17]3[cH:18][cH:19][cH:20][cH:21][cH:22]3)[cH:13][c:14]12.[CH3:32][CH2:33][OH:34].[OH-:35].[OH-:37].[Pd+2:36]>>[CH3:1][N:2]([CH3:3])[CH2:4][CH2:5][c:6]1[cH:7][n:8]([S:23](=[O:24])(=[O:25])[c:26]2[cH:27][cH:28][cH:29][cH:30][cH:31]2)[c:9]2[cH:10][cH:11][c:12]([OH:15])[cH:13][c:14]12.